Dataset: the Open Reaction Database (ORD), a public repository of structured organic reaction records. Task: describe an organic reaction: reactants, conditions, products, and yield The reactants are BrC1=CC=2N(C=C1)N=C(N2)N2CCCC2 (7-bromo-2-(pyrrolidin-1-yl)-[1,2,4]triazolo[1,5-a]pyridine), C(N)(OC(C)(C)C)=O (tert-butyl carbamate), C([O-])([O-])=O.[Cs+].[Cs+] (cesium carbonate), C1(=CC=CC=C1)P(C1=CC=CC=2C(C3=CC=CC(=C3OC12)P(C1=CC=CC=C1)C1=CC=CC=C1)(C)C)C1=CC=CC=C1 (4,5-bis(diphenylphosphino)-9,9-dimethylxanthene), crude material. Reagents/catalysts: [Pd].[Pd].C(C1=CC=CC=C1)=CC(=O)C=CC1=CC=CC=C1.C(C1=CC=CC=C1)=CC(=O)C=CC1=CC=CC=C1.C(C1=CC=CC=C1)=CC(=O)C=CC1=CC=CC=C1 (tris(dibenzylideneacetone) dipalladium(0)). Run in O1CCOCC1 (dioxane). Reaction conditions: temperature 100 celsius, time 18 hour. Yields the product C(C)(C)(C)OC(NC1=CC=2N(C=C1)N=C(N2)N2CCCC2)=O ((2-pyrrolidin-1-yl-[1,2,4]triazolo[1,5-a]pyridin-7-yl)-carbamic acid tert-butyl ester). Isolated yield 0.1%. Reaction SMILES: Br[C:2]1[CH:7]=[CH:6][N:5]2[N:8]=[C:9]([N:11]3[CH2:15][CH2:14][CH2:13][CH2:12]3)[N:10]=[C:4]2[CH:3]=1.[C:16](=[O:23])([O:18][C:19]([CH3:22])([CH3:21])[CH3:20])[NH2:17].C(=O)([O-])[O-].[Cs+].[Cs+].C1(P(C2C=CC=CC=2)C2C3OC4C(=CC=CC=4P(C4C=CC=CC=4)C4C=CC=CC=4)C(C)(C)C=3C=CC=2)C=CC=CC=1>O1CCOCC1.[Pd].[Pd].C(=CC(C=CC1C=CC=CC=1)=O)C1C=CC=CC=1.C(=CC(C=CC1C=CC=CC=1)=O)C1C=CC=CC=1.C(=CC(C=CC1C=CC=CC=1)=O)C1C=CC=CC=1>[C:19]([O:18][C:16](=[O:23])[NH:17][C:2]1[CH:7]=[CH:6][N:5]2[N:8]=[C:9]([N:11]3[CH2:15][CH2:14][CH2:13][CH2:12]3)[N:10]=[C:4]2[CH:3]=1)([CH3:22])([CH3:21])[CH3:20] |f:2.3.4,7.8.9.10.11|. Reported procedure: To an argon purged solution of 7-bromo-2-(pyrrolidin-1-yl)-[1,2,4]triazolo[1,5-a]pyridine (383 g, 1.43 mol) in dioxane (14.4 ml) were added tert-butyl carbamate (202 g, 1.72 mol), cesium carbonate (654 g, 2.01 mol), tris(dibenzylideneacetone) dipalladium(0) (26.3 g, 28.7 mmol) and 4,5-bis(diphenylphosphino)-9,9-dimethylxanthene (33.2 g, 57.4 mmol). The resulting mixture was heated to 100° C. and stirred for 18 hours under argon atmosphere. The crude material was applied on silicagel and purified...